This data is from the Open Reaction Database (ORD), a public repository of structured organic reaction records. The task is: describe an organic reaction: reactants, conditions, products, and yield The reactants are CC1=CC=CC(=N1)CN1N=C(C2=C(C=CC=C12)[N+](=O)[O-])C=C (1-((6-methylpyridin-2-yl)methyl)-4-nitro-3-vinyl-1H-indazole). Reagents/catalysts: [OH-].[OH-].[Pd+2] (palladium hydroxide on carbon). Run in CO (methanol), CO (methanol). Yields the product C(C)C1=NN(C=2C=CC=C(C12)N)CC1=NC(=CC=C1)C (3-ethyl-1-((6-methylpyridin-2-yl)methyl)-1H-indazol-4-amine). Isolated yield 97.5%. Reaction SMILES: [CH3:1][C:2]1[N:7]=[C:6]([CH2:8][N:9]2[C:17]3[C:12](=[C:13]([N+:18]([O-])=O)[CH:14]=[CH:15][CH:16]=3)[C:11]([CH:21]=[CH2:22])=[N:10]2)[CH:5]=[CH:4][CH:3]=1>CO.[OH-].[OH-].[Pd+2]>[CH2:21]([C:11]1[C:12]2[C:13]([NH2:18])=[CH:14][CH:15]=[CH:16][C:17]=2[N:9]([CH2:8][C:6]2[CH:5]=[CH:4][CH:3]=[C:2]([CH3:1])[N:7]=2)[N:10]=1)[CH3:22] |f:2.3.4|. Reported procedure: A mixture of 1-((6-methylpyridin-2-yl)methyl)-4-nitro-3-vinyl-1H-indazole (161 mg, 0.547 mmol) and 20% palladium hydroxide on carbon (38.4 mg, 0.0547 mmol) was stirred in methanol (3 mL) under an atmosphere of hydrogen for 3 hours. The mixture was diluted with methanol and filtered through glass fiber filter paper. The filtrate was concentrated under reduced pressure to give 3-ethyl-1-((6-methylpyridin-2-yl)methyl)-1H-indazol-4-amine (142 mg). The reactants are CC=1C=CN2N=C(N(C(C21)=O)C2=CC=CC=C2)[C@H](C)NC=2C1=C(N=CN2)N(C=C1C1=CC(=CC=C1)C=1OC(=NN1)C)COCC[Si](C)(C)C ((S)-5-Methyl-2-(1-((5-(3-(5-methyl-1,3,4-oxadiazol-2-yl)phenyl)-7-((2-(trimethylsilyl)ethoxy)methyl)-7H-pyrrolo[2,3-d]pyrimidin-4-yl)amino)ethyl)-3-phenylpyrrolo[2,1-f][1,2,4]triazin-4(3H)-one), FC(C(=O)O)(F)F (trifluoroacetic acid), N (ammonia). As a reaction SMILES: [CH3:1][C:2]1[CH:3]=[CH:4][N:5]2[C:10]=1[C:9](=[O:11])[N:8]([C:12]1[CH:17]=[CH:16][CH:15]=[CH:14][CH:13]=1)[C:7]([C@@H:18]([NH:20][C:21]1[C:22]3[C:29]([C:30]4[CH:35]=[CH:34][CH:33]=[C:32]([C:36]5[O:37][C:38]([CH3:41])=[N:39][N:40]=5)[CH:31]=4)=[CH:28][N:27](COCC[Si](C)(C)C)[C:23]=3[N:24]=[CH:25][N:26]=1)[CH3:19])=[N:6]2.FC(F)(F)C(O)=O.N>>[CH3:1][C:2]1[CH:3]=[CH:4][N:5]2[C:10]=1[C:9](=[O:11])[N:8]([C:12]1[CH:17]=[CH:16][CH:15]=[CH:14][CH:13]=1)[C:7]([C@@H:18]([NH:20][C:21]1[C:22]3[C:29]([C:30]4[CH:35]=[CH:34][CH:33]=[C:32]([C:36]5[O:37][C:38]([CH3:41])=[N:39][N:40]=5)[CH:31]=4)=[CH:28][NH:27][C:23]=3[N:24]=[CH:25][N:26]=1)[CH3:19])=[N:6]2. Reported procedure: (S)-5-Methyl-2-(1-((5-(3-(5-methyl-1,3,4-oxadiazol-2-yl)phenyl)-7-((2-(trimethylsilyl)ethoxy)methyl)-7H-pyrrolo[2,3-d]pyrimidin-4-yl)amino)ethyl)-3-phenylpyrrolo[2,1-f][1,2,4]triazin-4(3H)-one (90 mg, 0.13 mmol) was treated with trifluoroacetic acid (2 ml, 25 mmol) and a solution of ammonia (7N in methanol, 2 ml, 100 mmol) according to the method described in Example 27 to give 15 mg (20% yield) of the title compound. Purity 95%. Yields the product CC=1C=CN2N=C(N(C(C21)=O)C2=CC=CC=C2)[C@H](C)NC=2C1=C(N=CN2)NC=C1C1=CC(=CC=C1)C=1OC(=NN1)C ((S)-5-Methyl-2-(1-((5-(3-(5-methyl-1,3,4-oxadiazol-2-yl)phenyl)-7H-pyrrolo[2,3-d]pyrimidin-4-yl)amino)ethyl)-3-phenylpyrrolo[2,1-f][1,2,4]triazin-4(3H)-one). Isolated yield 21.2%. Starting materials: O (water), C(=O)(O)[O-].[Na+] (NaHCO3), ClC1=NC=NC2=C(C=CC(=C12)Cl)O (4,5-dichloro-8-quinazolinol), C(C)(C)O (isopropanol). Product: ClC1=C2C(=NC=NC2=C(C=C1)O)OC(C)C (5-Chloro-4-isopropoxy-8-quinazolinol). As a reaction SMILES: Cl[C:2]1[C:11]2[C:6](=[C:7]([OH:13])[CH:8]=[CH:9][C:10]=2[Cl:12])[N:5]=[CH:4][N:3]=1.O.C([O-])(O)=O.[Na+].[CH:20]([OH:23])([CH3:22])[CH3:21]>>[Cl:12][C:10]1[CH:9]=[CH:8][C:7]([OH:13])=[C:6]2[C:11]=1[C:2]([O:23][CH:20]([CH3:22])[CH3:21])=[N:3][CH:4]=[N:5]2 |f:2.3|. Reported procedure: A mixture of 4,5-dichloro-8-quinazolinol (3.0 g, 13.95 mmol) in isopropanol is heated at reflux for 30 minutes, cooled to room temperature and filtered to obtain a solid. The solid is mixed with water and saturated NaHCO3 solution. The resultant mixture is filtered and the filter cake is washed with water and dried to give the title product as an off-white solid, 1.71 g, mp 126°-126.5° C. Reactants: OC1(CCN(CC1)C(=O)OC(C)(C)C)CS (tert-butyl 4-hydroxy-4-(mercaptomethyl)piperidine-1-carboxylate), COC=1C=C2C=CC(C(C2=CC1)=O)=O (6-methoxynaphthalene-1,2-dione). Solvent: C(C)#N (acetonitrile). The product is OC1(CCN(CC1)C(=O)OC(C)(C)C)CSC1=CC(C(C2=CC=C(C=C12)OC)=O)=O (tert-butyl 4-hydroxy-4-{[(7-methoxy-3,4-dioxo-3,4-dihydronaphthalen-1-yl)thio]methyl}piperidine-1-carboxylate). RXN SMILES: [OH:1][C:2]1([CH2:15][SH:16])[CH2:7][CH2:6][N:5]([C:8]([O:10][C:11]([CH3:14])([CH3:13])[CH3:12])=[O:9])[CH2:4][CH2:3]1.[CH3:17][O:18][C:19]1[CH:20]=[C:21]2[C:26](=[CH:27][CH:28]=1)[C:25](=[O:29])[C:24](=[O:30])[CH:23]=[CH:22]2>C(#N)C>[OH:1][C:2]1([CH2:15][S:16][C:22]2[C:21]3[C:26](=[CH:27][CH:28]=[C:19]([O:18][CH3:17])[CH:20]=3)[C:25](=[O:29])[C:24](=[O:30])[CH:23]=2)[CH2:7][CH2:6][N:5]([C:8]([O:10][C:11]([CH3:12])([CH3:13])[CH3:14])=[O:9])[CH2:4][CH2:3]1. Procedure details: tert-butyl 4-hydroxy-4-{[(7-methoxy-3,4-dioxo-3,4-dihydronaphthalen-1-yl)thio]methyl}piperidine-1-carboxylate was synthesized using tert-butyl 4-hydroxy-4-(mercaptomethyl)piperidine-1-carboxylate, 6-methoxynaphthalene-1,2-dione, acetonitrile as the solvent and conditions outlined in procedure F [step (i)]. The crude intermediate was used in step (ii) without any further purification. The reactants are C(C1=CC=CC=C1)N(C=1C=C2C(=CNC2=CC1)C[C@@H]1N(CCC1)C)CC1=CC=CC=C1 ((R)-5-dibenzylamino-3-(N-methylpyrrolidin-2-ylmethyl)-1H-indole). The reagents and catalysts are [OH-].[OH-].[Pd+2] (palladium hydroxide on carbon). Solvent: C(C)O (ethanol). Reaction conditions: temperature 40 celsius, time 4 hour. The product is NC=1C=C2C(=CNC2=CC1)C[C@@H]1N(CCC1)C ((R)-5-Amino-3-(N-methylpyrrolidin-2-ylmethyl)-1H-indole). Yield: 99.2%. RXN SMILES: C([N:8](CC1C=CC=CC=1)[C:9]1[CH:10]=[C:11]2[C:15](=[CH:16][CH:17]=1)[NH:14][CH:13]=[C:12]2[CH2:18][C@H:19]1[CH2:23][CH2:22][CH2:21][N:20]1[CH3:24])C1C=CC=CC=1>C(O)C.[OH-].[OH-].[Pd+2]>[NH2:8][C:9]1[CH:10]=[C:11]2[C:15](=[CH:16][CH:17]=1)[NH:14][CH:13]=[C:12]2[CH2:18][C@H:19]1[CH2:23][CH2:22][CH2:21][N:20]1[CH3:24] |f:2.3.4|. Procedure: A mixture of (R)-5-dibenzylamino-3-(N-methylpyrrolidin-2-ylmethyl)-1H-indole (1.08 g, 2.64 mmol) and 20% palladium hydroxide on carbon (0.6 g) in absolute ethanol (25 mL) was shaken under a hydrogen atmosphere (3 atm) at 40 °C. for 4 hours. The resulting mixture was filtered through diatomaceous earth, and the filtrate was evaporated under reduced pressure to afford the title compound (0.60 g, 2.62 mmol, 99%) as a white foam: 1H NMR (DMSO-d6) δ 10.65 (br s, NH), 7.14 (d, J=2.2 Hz, 1H), 7.12 (d, ...